This data is from the Open Reaction Database (ORD), a public repository of structured organic reaction records. The task is: describe an organic reaction: reactants, conditions, products, and yield Reactants: N1=C(C=C2N1C=CC=C2)C(=O)O (pyrazolo[1,5-a]pyridine-2-carboxylic acid). Reagents/catalysts: [Rh] (rhodium on carbon). Solvent: CO (methanol). Product: N1=C(C=C2N1CCCC2)C(=O)O (4,5,6,7-tetrahydropyrazolo[1,5-a]pyridine-2-carboxylic acid). RXN SMILES: [N:1]1[N:5]2[CH:6]=[CH:7][CH:8]=[CH:9][C:4]2=[CH:3][C:2]=1[C:10]([OH:12])=[O:11]>CO.[Rh]>[N:1]1[N:5]2[CH2:6][CH2:7][CH2:8][CH2:9][C:4]2=[CH:3][C:2]=1[C:10]([OH:12])=[O:11]. Procedure details: A solution of pyrazolo[1,5-a]pyridine-2-carboxylic acid (1 g, 6.17 mmol) in methanol (100 mL) was hydrogenated at 3½ bar over 5% rhodium on carbon (100 mg) overnight. The mixture was filtered through Celite and the pad was washed with methanol. The filtrates were evaporated to give the sub-title compound as a cream powder. Yield: 0.953 g Reactants: COC([C@@H](N=C(C1=CC=CC=C1)C1=CC=CC=C1)CC1=CC=CC=C1)=O (rac-methyl-N-(diphenylmethylene)phenylalaninate), [H-].[Na+] (NaH), C(CCC)I (butyl iodide). Solvent: CN(C)C=O (DMF). Run at time 30 minute. Product: COC([C@@](N=C(C1=CC=CC=C1)C1=CC=CC=C1)(CC1=CC=CC=C1)CCCC)=O (methyl-α-butyl-N-(diphenylmethylene)phenylalaninate). RXN SMILES: [CH3:1][O:2][C:3](=[O:26])[C@H:4]([CH2:19][C:20]1[CH:25]=[CH:24][CH:23]=[CH:22][CH:21]=1)[N:5]=[C:6]([C:13]1[CH:18]=[CH:17][CH:16]=[CH:15][CH:14]=1)[C:7]1[CH:12]=[CH:11][CH:10]=[CH:9][CH:8]=1.[H-].[Na+].[CH2:29](I)[CH2:30][CH2:31][CH3:32]>CN(C=O)C>[CH3:1][O:2][C:3](=[O:26])[C@:4]([CH2:29][CH2:30][CH2:31][CH3:32])([CH2:19][C:20]1[CH:21]=[CH:22][CH:23]=[CH:24][CH:25]=1)[N:5]=[C:6]([C:13]1[CH:14]=[CH:15][CH:16]=[CH:17][CH:18]=1)[C:7]1[CH:12]=[CH:11][CH:10]=[CH:9][CH:8]=1 |f:1.2|. Procedure: To a solution of rac-methyl-N-(diphenylmethylene)phenylalaninate (0.50 g, 1.4 mmol) (for synthesis see: O'Donnell et al, J. Org. Chem. 1982, 47, 2663-2666) in 6 mL DMF at 0° C. was added 95% NaH (0.14 g, 5.6 mmol). After 30 min, butyl iodide was added via syringe to the dark red reaction. After 30 min at 0° C., the reaction was warmed to rt for 14 h, then quenched by the addition of water. The aqueous layer was extracted with EtOAc (2×), the combined organics were washed with brine, dried over N... Starting materials: CC(=O)c1ccc(F)cc1 (effective_coupling_partner), CC(C)(C)C(=O)Oc1cccc2ccccc12 (substrate). Reagents/catalysts: dcypt. Reaction conditions: temperature 150 celsius, time 24 hour. The product is O=C(Cc1cccc2ccccc12)c3ccc(F)cc3. Starting materials: COC([C@@H](N)CC1=CC=CC=C1)=O (Phenylalanine methyl ester), C1(CCCCC1)C(=O)Cl (Cyclohexanoyl chloride). Solvent: N1=CC=CC=C1 (pyridine). Conditions: time 2 hour. Yields the product COC([C@@H](NC(=O)C1CCCCC1)CC1=CC=CC=C1)=O (N-cyclohexanoylphenylalanine methyl ester). Reaction SMILES: [CH3:1][O:2][C:3](=[O:13])[C@H:4]([CH2:6][C:7]1[CH:12]=[CH:11][CH:10]=[CH:9][CH:8]=1)[NH2:5].[CH:14]1([C:20](Cl)=[O:21])[CH2:19][CH2:18][CH2:17][CH2:16][CH2:15]1>N1C=CC=CC=1>[CH3:1][O:2][C:3](=[O:13])[C@H:4]([CH2:6][C:7]1[CH:12]=[CH:11][CH:10]=[CH:9][CH:8]=1)[NH:5][C:20]([CH:14]1[CH2:19][CH2:18][CH2:17][CH2:16][CH2:15]1)=[O:21]. Procedure: Phenylalanine methyl ester (1 g., 0.0046 moles) is dissolved in pyridine 5 mL. Cyclohexanoyl chloride (0.62 mL) is added and the mixture is stirred for 2 hours. The reaction mixture is poured onto hydrochloric acid (1N) and crushed ice. The aqueous mixture is extracted twice with toluene. The combined toluene extracts are concentrated in vacuo to give 1.1 g of crude N-cyclohexanoylphenylalanine methyl ester. RXN SMILES: [CH2:16]1[CH2:17][NH:18][CH2:19][CH2:20][NH:21]1.[CH3:22][C:23]#[N:24].[CH:1]1([CH2:4][CH2:5][NH:6][C:7](=[O:8])[c:9]2[n:10][n:11][c:12]([Cl:15])[cH:13][cH:14]2)[CH2:2][CH2:3]1>>[CH:1]1([CH2:4][CH2:5][NH:6][C:7](=[O:8])[c:9]2[n:10][n:11][c:12]([N:18]3[CH2:17][CH2:16][NH:21][CH2:20][CH2:19]3)[cH:13][cH:14]2)[CH2:2][CH2:3]1. Product: O=C(NCCC1CC1)c1ccc(N2CCNCC2)nn1. Reactants: C1CNCCN1, CC#N, O=C(NCCC1CC1)c1ccc(Cl)nn1. The reactants are N([C@@H](CC1=CC=C(C=C1)O)C(=O)OC)C(=O)OCC1=CC=CC=C1 (CBZ-Tyr-OMe), OS(=O)(=O)O (H2SO4). Solvent: C(Cl)Cl (methylene chloride). Reaction conditions: temperature 0 celsius. The product is COC(C(CC1=CC=C(C=C1)OC(C)(C)C)NC(=O)OCC1=CC=CC=C1)=O (2-Benzyloxycarbonylamino-3-(4-tert-butoxy-phenyl)-propionic Acid Methyl Ester). Isolated yield 62.0%. RXN SMILES: [NH:1]([C:15]([O:17][CH2:18][C:19]1[CH:24]=[CH:23][CH:22]=[CH:21][CH:20]=1)=[O:16])[C@H:2]([C:11]([O:13][CH3:14])=[O:12])[CH2:3][C:4]1[CH:9]=[CH:8][C:7]([OH:10])=[CH:6][CH:5]=1.OS(O)(=O)=O>C(Cl)Cl>[CH3:14][O:13][C:11](=[O:12])[CH:2]([NH:1][C:15]([O:17][CH2:18][C:19]1[CH:24]=[CH:23][CH:22]=[CH:21][CH:20]=1)=[O:16])[CH2:3][C:4]1[CH:5]=[CH:6][C:7]([O:10][C:4]([CH3:9])([CH3:5])[CH3:3])=[CH:8][CH:9]=1. Procedure details: H-D-Tyr-O-me hydrochloride 2.1 (25 g, 107.7 mmol) is dissolved in methylene chloride (150 mL) and aqueous sodium bicarbonate (22 g in 150 mL water), and then cooled to 0° C. To this resulting solution benzyl chloroformate (20 g, 118 mmol) is slowly added. After complete addition, the resulting solution is warmed to room temperature, and is then stirred for 2 h. The organic phase is separated, dried over Na2SO4, and concentrated under reduced pressure, to give the crude carbamate 2.2 (35 g). The ...